This data is from the Open Reaction Database (ORD), a public repository of structured organic reaction records. The task is: describe an organic reaction: reactants, conditions, products, and yield Reactants: C(#C)C1=CN=CC2=C(C=CC=C12)N (4-ethynylisoquinolin-8-amine), IC=1C=C(C=CC1C)NC(C1=CC(=C(C=C1)CN1CCN(CC1)C)C(F)(F)F)=O (N-(3-iodo-4-methylphenyl)-4-((4-methylpiperazin-1-yl)methyl)-3-(trifluoromethyl)benzamide). The product is NC=1C=CC=C2C(=CN=CC12)C#CC=1C=C(C=CC1C)NC(C1=CC(=C(C=C1)CN1CCN(CC1)C)C(F)(F)F)=O (N-{3-[(8-aminoisoquinolin-4-yl)ethynyl]-4-methylphenyl}-4-[(4-methylpiperazin-1-yl)methyl]-3-(trifluoromethyl)benzamide). Reaction SMILES: [C:1]([C:3]1[C:12]2[C:7](=[C:8]([NH2:13])[CH:9]=[CH:10][CH:11]=2)[CH:6]=[N:5][CH:4]=1)#[CH:2].I[C:15]1[CH:16]=[C:17]([NH:22][C:23](=[O:42])[C:24]2[CH:29]=[CH:28][C:27]([CH2:30][N:31]3[CH2:36][CH2:35][N:34]([CH3:37])[CH2:33][CH2:32]3)=[C:26]([C:38]([F:41])([F:40])[F:39])[CH:25]=2)[CH:18]=[CH:19][C:20]=1[CH3:21]>>[NH2:13][C:8]1[CH:9]=[CH:10][CH:11]=[C:12]2[C:7]=1[CH:6]=[N:5][CH:4]=[C:3]2[C:1]#[C:2][C:15]1[CH:16]=[C:17]([NH:22][C:23](=[O:42])[C:24]2[CH:29]=[CH:28][C:27]([CH2:30][N:31]3[CH2:32][CH2:33][N:34]([CH3:37])[CH2:35][CH2:36]3)=[C:26]([C:38]([F:39])([F:40])[F:41])[CH:25]=2)[CH:18]=[CH:19][C:20]=1[CH3:21]. Reported procedure: The title compound can be synthesized from 4-ethynylisoquinolin-8-amine and N-(3-iodo-4-methylphenyl)-4-((4-methylpiperazin-1-yl)methyl)-3-(trifluoromethyl)benzamide in a manner similar to that described for Example 1. 4-ethynylisoquinolin-8-amine is prepared from 4-bromoisoquinolin-8-amine and ethynyitrimethylsilane according to the 2 steps procedure described in example 1. The reactants are CC=1C=CC2=C(C3N(CCNC3)C2=O)N1 (2-methyl-8,9,10,10a-tetrahydropyrido[2′,3′:3,4]pyrrolo[1,2-a]pyrazin-5(7H)-one), CC=1C=CC2=C(C3N(CCNC3)C2=O)N1 (2-methyl-8,9,10,10a-tetrahydropyrido[2′,3′:3,4]pyrrolo[1,2-a]pyrazin-5(7H)-one), BrC1=C(C=CC(=C1)C(F)(F)F)S(=O)(=O)Cl (2-bromo-4-(trifluoromethyl)benzenesulfonyl chloride). Solvent: ClCCl (dichloromethane), CCN(C(C)C)C(C)C (DIPEA). Reaction conditions: time 3 hour. Product: BrC1=C(C=CC(=C1)C(F)(F)F)S(=O)(=O)N1CC2N(CC1)C(C1=C2N=C(C=C1)C)=O (9-{[2-Bromo-4-(trifluoromethyl)phenyl]sulfonyl}-2-methyl-8,9,10,10a-tetrahydropyrido[2′,3′:3,4]pyrrolo[1,2-a]pyrazin-5(7H)-one). Yield: 70.5%. Reaction SMILES: [CH3:1][C:2]1[CH:3]=[CH:4][C:5]2[C:13](=[O:14])[N:8]3[CH2:9][CH2:10][NH:11][CH2:12][CH:7]3[C:6]=2[N:15]=1.[Br:16][C:17]1[CH:22]=[C:21]([C:23]([F:26])([F:25])[F:24])[CH:20]=[CH:19][C:18]=1[S:27](Cl)(=[O:29])=[O:28]>ClCCl.CCN(C(C)C)C(C)C>[Br:16][C:17]1[CH:22]=[C:21]([C:23]([F:25])([F:24])[F:26])[CH:20]=[CH:19][C:18]=1[S:27]([N:11]1[CH2:10][CH2:9][N:8]2[C:13](=[O:14])[C:5]3[CH:4]=[CH:3][C:2]([CH3:1])=[N:15][C:6]=3[CH:7]2[CH2:12]1)(=[O:29])=[O:28]. Procedure: To the solution of 2-methyl-8,9,10,10a-tetrahydropyrido[2′,3′:3,4]pyrrolo[1,2-a]pyrazin-5(7H)-one (may be prepared as described in Intermediate 8; 100 mg) in dichloromethane (3.5 ml), DIPEA (0.129 ml) was added under argon atmosphere at room temperature then 2-bromo-4-(trifluoromethyl)benzenesulfonyl chloride (159 mg) was added at 0° C., and then the ice water bath was removed and the reaction mixture allowed to stir at room temperature for 3 h. The reaction mixture was partitioned between DCM (... Reported procedure: A solution of 1.2 g of trans-4-(4'-decyl-4-biphenylyl)cyclohexyl tetrahydropyranyl ether in 40 ml of methanol and 2 ml of diethyl ether was treated with a solution of 7.3 mg of bistrimethylsilyl sulfate in 2 ml of dichloromethane. The reaction mixture was stirred at room temperature for 2 hours and then treated with 0.2 ml of pyridine. Subseguently, the reaction mixture was concentrated and the residue was then taken up in 50 ml of dichloromethane, washed twice with water, dried over magnesium s... The product is C(CCCCCCCCC)C1=CC=C(C=C1)C1=CC=C(C=C1)[C@@H]1CC[C@H](CC1)O (trans-4-(4'-decyl-4-biphenylyl)cyclohexanol). Yield: 50.6%. Reaction SMILES: O1CCCCC1[O:7][C@H:8]1[CH2:13][CH2:12][C@H:11]([C:14]2[CH:19]=[CH:18][C:17]([C:20]3[CH:25]=[CH:24][C:23]([CH2:26][CH2:27][CH2:28][CH2:29][CH2:30][CH2:31][CH2:32][CH2:33][CH2:34][CH3:35])=[CH:22][CH:21]=3)=[CH:16][CH:15]=2)[CH2:10][CH2:9]1.S(O[Si](C)(C)C)(O[Si](C)(C)C)(=O)=O.N1C=CC=CC=1>CO.C(OCC)C.ClCCl>[CH2:26]([C:23]1[CH:22]=[CH:21][C:20]([C:17]2[CH:16]=[CH:15][C:14]([C@H:11]3[CH2:12][CH2:13][C@H:8]([OH:7])[CH2:9][CH2:10]3)=[CH:19][CH:18]=2)=[CH:25][CH:24]=1)[CH2:27][CH2:28][CH2:29][CH2:30][CH2:31][CH2:32][CH2:33][CH2:34][CH3:35]. The reactants are N1=CC=CC=C1 (pyridine), O1C(CCCC1)O[C@@H]1CC[C@H](CC1)C1=CC=C(C=C1)C1=CC=C(C=C1)CCCCCCCCCC (trans-4-(4'-decyl-4-biphenylyl)cyclohexyl tetrahydropyranyl ether), S(=O)(=O)(O[Si](C)(C)C)O[Si](C)(C)C (bistrimethylsilyl sulfate). Conditions: time 2 hour. The solvent is CO (methanol), C(C)OCC (diethyl ether), ClCCl (dichloromethane). Reactants: C(C1=CC=CC=C1)N1C(NC(C1)=O)CCC(=O)OCC (ethyl 3-benzyl-5-oxo-2-imidazolidinepropanoate), C(=O)[O-].[NH4+] (ammonium formate), N (ammonia). Reagents/catalysts: [Pd] (palladium on charcoal). The solvent is CO (methanol), O (water). Conditions: temperature 40 celsius, time 1.5 hour. Product: O=C1NC2N(C1)C(CC2)=O (2,5-Dioxohexahydro-1H-pyrrolo[1,2-a]imidazole). Yield: 70.3%. Reaction SMILES: C([N:8]1[CH2:12][C:11](=[O:13])[NH:10][CH:9]1[CH2:14][CH2:15][C:16]([O:18]CC)=O)C1C=CC=CC=1.C([O-])=O.[NH4+].N>[Pd].O.CO>[O:13]=[C:11]1[CH2:12][N:8]2[C:16](=[O:18])[CH2:15][CH2:14][CH:9]2[NH:10]1 |f:1.2|. Procedure: To a suspension of 10% palladium on charcoal (11.6 g) in water (60 ml), a solution of ethyl 3-benzyl-5-oxo-2-imidazolidinepropanoate (58 g, 0.2mol) and ammonium formate (52.9 g, 0.84 mol) in methanol (580 ml) were added. The mixture was refluxed under nitrogen for 1 hour. After cooling to 40° C., 32% ammonia (145 ml) was added and the temperature was maintained between 40 and 50° C. for 1.5 hours. After cooling to room temperature, the catalyst was removed by filtration and the solution was evap... The reactants are N1=CC=C(C=C1)C1=C2CC(NC2=CC=C1)=O (4-Pyridin-4-yl-1,3-dihydroindol-2-one), C(=O)C1=C(C(=C(N1)C)CC(=O)O)C ((5-formyl-2,4-dimethyl-1H-pyrrol-3-yl)-acetic acid). Product: CC=1NC(=C(C1CC(=O)O)C)C=C1C(NC2=CC=CC(=C12)C1=CC=NC=C1)=O ([2,4-Dimethyl-5-(2-oxo-4-pyridin-4-yl-1,2-dihydroindol-3-ylidenemethyl)-1H-pyrrol-3-yl]-acetic Acid). As a reaction SMILES: [N:1]1[CH:6]=[CH:5][C:4]([C:7]2[CH:15]=[CH:14][CH:13]=[C:12]3[C:8]=2[CH2:9][C:10](=[O:16])[NH:11]3)=[CH:3][CH:2]=1.[CH:17]([C:19]1[NH:23][C:22]([CH3:24])=[C:21]([CH2:25][C:26]([OH:28])=[O:27])[C:20]=1[CH3:29])=O>>[CH3:24][C:22]1[NH:23][C:19]([CH:17]=[C:9]2[C:8]3[C:12](=[CH:13][CH:14]=[CH:15][C:7]=3[C:4]3[CH:5]=[CH:6][N:1]=[CH:2][CH:3]=3)[NH:11][C:10]2=[O:16])=[C:20]([CH3:29])[C:21]=1[CH2:25][C:26]([OH:28])=[O:27]. Reported procedure: 4-Pyridin-4-yl-1,3-dihydroindol-2-one was condensed with (5-formyl-2,4-dimethyl-1H-pyrrol-3-yl)-acetic acid to give the title compound. RXN SMILES: [CH2:1]([O:3][C:4]1[CH:5]=[C:6]([CH:26]=[CH:27][CH:28]=1)[CH2:7][O:8][C:9]1[CH:10]=[CH:11][C:12]2[S:18](=[O:20])(=[O:19])[CH2:17][CH2:16][C:15]([C:21]([O:23]C)=[O:22])=[CH:14][C:13]=2[CH:25]=1)[CH3:2].C(=O)([O-])[O-].[K+].[K+].Cl>C1COCC1.CO>[CH2:1]([O:3][C:4]1[CH:5]=[C:6]([CH:26]=[CH:27][CH:28]=1)[CH2:7][O:8][C:9]1[CH:10]=[CH:11][C:12]2[S:18](=[O:20])(=[O:19])[CH2:17][CH2:16][C:15]([C:21]([OH:23])=[O:22])=[CH:14][C:13]=2[CH:25]=1)[CH3:2] |f:1.2.3,5.6|. The yield is 15.6%. Reactants: Cl (hydrochloric acid), aqueous solution, C([O-])([O-])=O.[K+].[K+] (potassium carbonate), C(C)OC=1C=C(COC=2C=CC3=C(C=C(CCS3(=O)=O)C(=O)OC)C2)C=CC1 (methyl 7-(3-ethoxybenzyloxy)-1,1-dioxo-2,3-dihydro-1-benzothiepine-4-carboxylate). Yields the product C(C)OC=1C=C(COC=2C=CC3=C(C=C(CCS3(=O)=O)C(=O)O)C2)C=CC1 (7-(3-ethoxybenzyloxy)-1,1-dioxo-2,3-dihydro-1-benzothiepine-4-carboxylic acid). The solvent is C1CCOC1.CO (THF methanol). Procedure details: To methyl 7-(3-ethoxybenzyloxy)-1,1-dioxo-2,3-dihydro-1-benzothiepine-4-carboxylate (298 mg) dissolved in THF-methanol (10-5 ml) was added a 2 M aqueous solution of potassium carbonate (0.75 ml), and the resulting mixture was stirred at 60° C. for 16.5 hours. The reaction mixture was treated with 1 N hydrochloric acid to bring the pH to 2. The resulting mixture was extracted with ethyl acetate, and the organic layer was dried with anhydrous magnesium sulfate. After concentration under reduced pr... Reaction conditions: temperature 60 celsius, time 16.5 hour. Reaction SMILES: [CH3:39][C:40](=[O:41])[CH3:42].[Cl:1][C:2]([C:3](=[O:4])[c:5]1[cH:6][cH:7][c:8]2[n:14]1[CH2:13][c:12]1[c:11]([cH:18][cH:17][cH:16][cH:15]1)[N:10]([C:19]([c:20]1[cH:21][c:22]([CH3:32])[c:23]([C:26]3=[CH:27][CH2:28][CH2:29][CH2:30][CH2:31]3)[cH:24][cH:25]1)=[O:33])[CH2:9]2)([Cl:34])[Cl:35].[ClH:38].[Na+:37].[OH-:36]>>[C:3](=[O:4])([c:5]1[cH:6][cH:7][c:8]2[n:14]1[CH2:13][c:12]1[c:11]([cH:18][cH:17][cH:16][cH:15]1)[N:10]([C:19]([c:20]1[cH:21][c:22]([CH3:32])[c:23]([C:26]3=[CH:27][CH2:28][CH2:29][CH2:30][CH2:31]3)[cH:24][cH:25]1)=[O:33])[CH2:9]2)[OH:36]. Yields the product Cc1cc(C(=O)N2Cc3ccc(C(=O)O)n3Cc3ccccc32)ccc1C1=CCCCC1. The reactants are CC(C)=O, Cc1cc(C(=O)N2Cc3ccc(C(=O)C(Cl)(Cl)Cl)n3Cc3ccccc32)ccc1C1=CCCCC1, Cl, [Na+], [OH-].